This data is from the Open Reaction Database (ORD), a public repository of structured organic reaction records. The task is: describe an organic reaction: reactants, conditions, products, and yield The reactants are COc1cc(C=O)ccc1OC(C)(C)C, [K+], [K+], O=[Mn](=O)(=O)[O-], C1COCCO1, [OH-]. Yields the product COc1cc(C(=O)O)ccc1OC(C)(C)C. As a reaction SMILES: [C:1]([CH3:2])([CH3:3])([CH3:4])[O:5][c:6]1[c:7]([O:14][CH3:15])[cH:8][c:9]([CH:10]=[O:11])[cH:12][cH:13]1.[K+:17].[K+:23].[Mn:18](=[O:19])([O-:20])(=[O:21])=[O:22].[O:24]1[CH2:25][CH2:26][O:27][CH2:28][CH2:29]1.[OH-:16]>>[C:1]([CH3:2])([CH3:3])([CH3:4])[O:5][c:6]1[c:7]([O:14][CH3:15])[cH:8][c:9]([C:10](=[O:11])[OH:19])[cH:12][cH:13]1. Reactants: CC(=O)O, CCO, OCCCCCCCCCC(I)CC(F)(F)C(F)(F)C(F)(F)C(F)(F)F, [Zn]. The product is OCCCCCCCCCCCC(F)(F)C(F)(F)C(F)(F)C(F)(F)F. RXN SMILES: [CH3:1][C:2](=[O:3])[OH:4].[CH3:31][CH2:32][OH:33].[I:5][CH:6]([CH2:7][CH2:8][CH2:9][CH2:10][CH2:11][CH2:12][CH2:13][CH2:14][CH2:15][OH:16])[CH2:17][C:18]([C:19]([C:20]([C:21]([F:22])([F:23])[F:24])([F:25])[F:26])([F:27])[F:28])([F:29])[F:30].[Zn:34]>>[CH2:6]([CH2:7][CH2:8][CH2:9][CH2:10][CH2:11][CH2:12][CH2:13][CH2:14][CH2:15][OH:16])[CH2:17][C:18]([C:19]([C:20]([C:21]([F:22])([F:23])[F:24])([F:25])[F:26])([F:27])[F:28])([F:29])[F:30]. Starting materials: CCN=C=NCCCN(C)C, Cc1ccsc1C(=O)O, CN(C)C=O, CCN(C(C)C)C(C)C, Cl, NCc1ccccc1, On1nnc2ccccc21. Product: Cc1ccsc1C(=O)NCc1ccccc1. Reaction SMILES: [CH2:21]([N:22]=[C:23]=[N:24][CH2:25][CH2:26][CH2:27][N:28]([CH3:29])[CH3:30])[CH3:31].[CH3:1][c:2]1[c:3]([C:7](=[O:8])[OH:9])[s:4][cH:5][cH:6]1.[CH3:49][N:50]([CH3:51])[CH:52]=[O:53].[CH:32]([N:33]([CH2:34][CH3:35])[CH:36]([CH3:37])[CH3:38])([CH3:39])[CH3:40].[ClH:20].[NH2:41][CH2:42][c:43]1[cH:44][cH:45][cH:46][cH:47][cH:48]1.[OH:10][n:11]1[c:12]2[cH:13][cH:14][cH:15][cH:16][c:17]2[n:18][n:19]1>>[CH3:1][c:2]1[c:3]([C:7](=[O:9])[NH:41][CH2:42][c:43]2[cH:44][cH:45][cH:46][cH:47][cH:48]2)[s:4][cH:5][cH:6]1. Starting materials: BrC=1C=C2C(CC(OC2=CC1)=O)(C)C (6-bromo-4,4-dimethyl-chroman-2-one), ice water, [OH-].[Na+] (sodium hydroxide), solution, C1(=CC=CC=C1)C (toluene). Reagents/catalysts: [CH3-].C[Al+]C.[CH-]1C=CC=C1.[CH-]1C=CC=C1.[Cl-].[Ti+3] (μ-chloro-μ-methylene-[bis(cyclopentadienyl)titanium]dimethylaluminum). The solvent is O1CCCC1 (tetrahydrofuran). Run at time 10 minute. Yields the product BrC=1C=C2C(CC(OC2=CC1)=C)(C)C (6-Bromo-4,4-dimethyl-2-methylene chroman). Isolated yield 74.0%. RXN SMILES: [Br:1][C:2]1[CH:3]=[C:4]2[C:9](=[CH:10][CH:11]=1)[O:8][C:7](=O)[CH2:6][C:5]2([CH3:14])[CH3:13].[C:15]1(C)C=CC=CC=1.[OH-].[Na+]>O1CCCC1.[CH3-].C[Al+]C.[CH-]1C=CC=C1.[CH-]1C=CC=C1.[Cl-].[Ti+3]>[Br:1][C:2]1[CH:3]=[C:4]2[C:9](=[CH:10][CH:11]=1)[O:8][C:7](=[CH2:15])[CH2:6][C:5]2([CH3:14])[CH3:13] |f:2.3,5.6.7.8.9.10|. Reported procedure: A stirred, cooled (ice bath) solution of 6-bromo-4,4-dimethyl-chroman-2-one available in accordance with U.S. Pat. No. 5,399,561 incorporated herein by reference (1 g, 3.92 mmol) in 8 mL of anhydrous tetrahydrofuran was treated with a 0.5 M solution of μ-chloro-μ-methylene-[bis(cyclopentadienyl)titanium]dimethylaluminum (Tebbe reagent) in toluene (8.23 mL, 4.12 mmol). After 10 minutes, the reaction mixture was poured into ice-water mixture containing 50 mL of 1M sodium hydroxide and extracted wi... The reactants are C(=O)(O)C1=C(C=CC(=C1)Cl)SC(C(=O)O)CCCC (2-(2'-carboxy-4'-chlorophenylthio)hexanoic acid), C(C)(=O)[O-].[Na+] (sodium acetate), C(C)(=O)OC(C)=O (acetic anhydride). Solvent: O (water). Reaction conditions: temperature 80 celsius. Yields the product C(C)(=O)OC=1C2=C(SC1CCCC)C=CC(=C2)Cl (3-acetoxy-2-butyl-5-chlorobenzo[b]thiophene). Reaction SMILES: C([C:4]1[CH:9]=[C:8]([Cl:10])[CH:7]=[CH:6][C:5]=1[S:11][CH:12]([CH2:16][CH2:17][CH2:18][CH3:19])[C:13]([OH:15])=O)(O)=O.[C:20]([O-])(=[O:22])[CH3:21].[Na+].C(OC(=O)C)(=O)C>O>[C:20]([O:15][C:13]1[C:6]2[CH:7]=[C:8]([Cl:10])[CH:9]=[CH:4][C:5]=2[S:11][C:12]=1[CH2:16][CH2:17][CH2:18][CH3:19])(=[O:22])[CH3:21] |f:1.2|. Procedure: A mixture of 2-(2'-carboxy-4'-chlorophenylthio)hexanoic acid (2.3 g, 7.6 mmol), anhydrous sodium acetate (1.0 g), and acetic anhydride (5 ml) was heated at 80° C. for 30 minutes. After gas evolution had ceased, the temperature was gradually raised to 120° C. which was maintained for 30 minutes. The cooled reaction mixture was then poured into water and extracted with diethyl ether. The combined ethereal extracts were washed with 1% aqueous sodium hydroxide solution, water, and saturated aqueous ... Reactants: C1CCOC1, CC#N, [Li]CCCC, O=C(c1nc2cc(Cl)c(Cl)cc2[nH]1)C(F)(F)F. Product: N#CCC(O)(c1nc2cc(Cl)c(Cl)cc2[nH]1)C(F)(F)F. Reaction SMILES: [CH2:26]1[O:27][CH2:28][CH2:29][CH2:30]1.[CH3:1][C:2]#[N:3].[CH3:4][CH2:5][CH2:6][CH2:7][Li:8].[Cl:9][c:10]1[cH:11][c:12]2[c:13]([nH:14][c:15]([C:17]([C:18]([F:19])([F:20])[F:21])=[O:22])[n:16]2)[cH:23][c:24]1[Cl:25]>>[CH2:1]([C:2]#[N:3])[C:17]([c:15]1[n:14][c:13]2[c:12]([cH:11][c:10]([Cl:9])[c:24]([Cl:25])[cH:23]2)[nH:16]1)([C:18]([F:19])([F:20])[F:21])[OH:22]. Starting materials: C(C)OC(C(=CNC1=CC(=CC=C1)CO)C(CCC)=O)=O (ethyl-2-butyryl-3-(3-hydroxymethylphenylamino)acrylate), C(C1=CC=CC=C1)(=O)Cl (benzoyl chloride). The solvent is N1=CC=CC=C1 (pyridine). Reaction conditions: time 16 hour. Product: C(C)OC(C(=CNC1=CC(=CC=C1)COC(C1=CC=CC=C1)=O)C(CCC)=O)=O (ethyl-2-butyryl-3-(3-benzoyloxymethyl-phenylamino)acrylate). The yield is 87.2%. Reaction SMILES: [CH2:1]([O:3][C:4](=[O:21])[C:5]([C:16](=[O:20])[CH2:17][CH2:18][CH3:19])=[CH:6][NH:7][C:8]1[CH:13]=[CH:12][CH:11]=[C:10]([CH2:14][OH:15])[CH:9]=1)[CH3:2].[C:22](Cl)(=[O:29])[C:23]1[CH:28]=[CH:27][CH:26]=[CH:25][CH:24]=1>N1C=CC=CC=1>[CH2:1]([O:3][C:4](=[O:21])[C:5]([C:16](=[O:20])[CH2:17][CH2:18][CH3:19])=[CH:6][NH:7][C:8]1[CH:13]=[CH:12][CH:11]=[C:10]([CH2:14][O:15][C:22](=[O:29])[C:23]2[CH:28]=[CH:27][CH:26]=[CH:25][CH:24]=2)[CH:9]=1)[CH3:2]. Procedure: To a stirred and cooled (ice-bath) solution of ethyl-2-butyryl-3-(3-hydroxymethylphenylamino)acrylate (29.13 g, 0.1 mol) in pyridine was added dropwise benzoyl chloride (21.09 g, 0.15 mol). The ice bath was removed and the mixture stood for 16 hours, then evaporated, treated with chloroform (200 ml) and washed with saturated aqueous sodium bicarbonate (200 ml), water (200 ml), and 2N hydrochloric acid (2×150 ml). After drying (Na2SO4) and stirring with charcoal, the solution was filtered and eva... Starting materials: [H-].[Na+].C(C)(C)(C)OC(=O)N1CC(N(CC1)CCCC1=CC=CC=C1)=O (4-tert-Butoxycarbonyl-1-(3-phenylpropan-1-yl)-2-oxopiperazine Sodium hydride), C(C)(C)(C)OC(=O)N1CC(NCC1)=O (4-tert-butoxycarbonyl-2-oxopiperazine), O (water), BrCCCC1=CC=CC=C1 (1-Bromo-3-phenylpropane). The solvent is CN(C=O)C (N,N-dimethylformamide). Run at time 30 minute. Yields the product C(C)(C)(C)OC(=O)N1CC(N(CC1)CCCC1=CC=CC=C1)=O (4-tert-butoxycarbonyl-1-(3-phenylpropan-1-yl)-2-oxopiperazine). Yield: 76.5%. As a reaction SMILES: [H-].[Na+].[C:3]([O:7][C:8]([N:10]1[CH2:15][CH2:14][N:13]([CH2:16][CH2:17][CH2:18][C:19]2[CH:24]=[CH:23][CH:22]=[CH:21][CH:20]=2)[C:12](=[O:25])[CH2:11]1)=[O:9])([CH3:6])([CH3:5])[CH3:4].C(OC(N1CCNC(=O)C1)=O)(C)(C)C.BrCCCC1C=CC=CC=1.O>CN(C)C=O>[C:3]([O:7][C:8]([N:10]1[CH2:15][CH2:14][N:13]([CH2:16][CH2:17][CH2:18][C:19]2[CH:24]=[CH:23][CH:22]=[CH:21][CH:20]=2)[C:12](=[O:25])[CH2:11]1)=[O:9])([CH3:6])([CH3:4])[CH3:5] |f:0.1.2|. Procedure details: Synthesis of 4-tert-Butoxycarbonyl-1-(3-phenylpropan-1-yl)-2-oxopiperazine Sodium hydride (60% in oil, 630 mg, 15.8 mmol) was added to a stirred solution of 4-tert-butoxycarbonyl-2-oxopiperazine (3.00 g, 15.0 mmol) in N,N-dimethylformamide (40 ml) at room temperature and the stirring was continued at room temperature for 30 minutes. 1-Bromo-3-phenylpropane (3.29 g, 16.5 mmol) was added to the mixture and the stirring was continued at room temperature for 1 hour. The reaction mixture was poured i... RXN SMILES: C([O:8][C:9]1[CH:10]=[C:11]2[C:15](=[CH:16][CH:17]=1)[NH:14][CH:13]=[C:12]2[C:18]1[C:19]([NH:21][C:22](=[O:33])[C:23]=1[C:24]1[C:32]2[C:27](=[CH:28][CH:29]=[CH:30][CH:31]=2)[NH:26][CH:25]=1)=[O:20])C1C=CC=CC=1.Cl.[NH+]1C=CC=CC=1>C1(C)C=CC=CC=1.C(O)C>[OH:8][C:9]1[CH:10]=[C:11]2[C:15](=[CH:16][CH:17]=1)[NH:14][CH:13]=[C:12]2[C:18]1[C:19]([NH:21][C:22](=[O:33])[C:23]=1[C:24]1[C:32]2[C:27](=[CH:28][CH:29]=[CH:30][CH:31]=2)[NH:26][CH:25]=1)=[O:20] |f:1.2,3.4|. Product: OC=1C=C2C(=CNC2=CC1)C=1C(=O)NC(C1C1=CNC2=CC=CC=C12)=O (2-(5-Hydroxy-1H-Indol-3-Yl)-3-(1H-Indol-3-Yl)-Maleinimide). Procedure: 0.15 g (0.34 mmol) 2-(5-benzyloxy-1H-indol-3-yl)-3-(1H-indol-3-yl)-maleinimide and 4.0 g (34 mmol) pyridinium hydrochloride are heated under an atmosphere of nitrogen for 1 hour at 150° C. After cooling, the reaction mixture is diluted with ice water and extracted with ethyl acetate. The organic phase is washed out with water and evaporated to dryness. The solid residue is triturated with a little water, filtered off with suction and dried in a vacuum at 0.1 Torr and 80° C. There are obtained 85... Run in C1(=CC=CC=C1)C.C(C)O (toluene ethanol), ice water. The reactants are C(C1=CC=CC=C1)OC=1C=C2C(=CNC2=CC1)C=1C(=O)NC(C1C1=CNC2=CC=CC=C12)=O (2-(5-benzyloxy-1H-indol-3-yl)-3-(1H-indol-3-yl)-maleinimide), Cl.[NH+]1=CC=CC=C1 (pyridinium hydrochloride). Starting materials: C(C)(C)N(CC)C(C)C (diisopropylethylamine), C(CCC)[Li] (n-butyllithium), solution, C(C1=CC=CC=C1)Br (benzyl bromide), resultant mixture, C(C1=CC=CC=C1)N1CC(C(CC1)C(=O)OCC)=O (ethyl 1-benzyl-3-oxopiperidine-4-carboxylate), CN(C)P(=O)(N(C)C)N(C)C (HMPA). Run in C1CCOC1 (THF), hexanes, C1CCOC1 (THF). Conditions: time 20 minute. Product: C(C1=CC=CC=C1)N1C(C(C(CC1)C(=O)OCC)=O)CC1=CC=CC=C1 (Ethyl 1,2-dibenzyl-3-oxopiperidine-4-carboxylate). The yield is 47.0%. RXN SMILES: C(N(C(C)C)CC)(C)C.C([Li])CCC.[CH2:15]([N:22]1[CH2:27][CH2:26][CH:25]([C:28]([O:30][CH2:31][CH3:32])=[O:29])[C:24](=[O:33])[CH2:23]1)[C:16]1[CH:21]=[CH:20][CH:19]=[CH:18][CH:17]=1.CN(P(N(C)C)(N(C)C)=O)C.[CH2:45](Br)[C:46]1[CH:51]=[CH:50][CH:49]=[CH:48][CH:47]=1>C1COCC1>[CH2:15]([N:22]1[CH2:27][CH2:26][CH:25]([C:28]([O:30][CH2:31][CH3:32])=[O:29])[C:24](=[O:33])[CH:23]1[CH2:45][C:46]1[CH:51]=[CH:50][CH:49]=[CH:48][CH:47]=1)[C:16]1[CH:17]=[CH:18][CH:19]=[CH:20][CH:21]=1. Procedure: To a solution of 3.7 mL (26.6 mmol) of diisopropylethylamine in 55 mL of dry THF at −78° C. was added dropwise n-butyllithium (25 mmol, 10.0 mL of a 2.5 M solution in hexanes). The bath was replaced with an ice-water bath. After 20 min, the mixture was recooled to −78° C. and 3.10 g (11.86 mmol) of ethyl 1-benzyl-3-oxopiperidine-4-carboxylate in a mixture of 20 mL of THF and 4.4 mL (24.4 mmol) of HMPA was added dropwise. After 2 h, 1.47 mL (12.4 mmol) of benzyl bromide was added dropwise, and th...